Dataset: the Open Reaction Database (ORD), a public repository of structured organic reaction records. Task: describe an organic reaction: reactants, conditions, products, and yield The reactants are BrC1=CC=2C3=C(C=NC2C=C1)N(C(N3C=3C(=NN(C3)C)C)=O)C (8-bromo-1-(1,3-dimethyl-1H-pyrazol-4-yl)-3-methyl-1,3-dihydro-imidazo[4,5-c]quinolin-2-one), BrC1=CC=2C3=C(C=NC2C=C1)N(C(N3C=3C(=NN(C3)C)C)=O)C (8-bromo-1-(1,3-dimethyl-1H-pyrazol-4-yl)-3-methyl-1,3-dihydro-imidazo[4,5-c]quinolin-2-one), NC=1C=NC=C(C1)B1OC(C)(C)C(C)(C)O1 (3-aminopyridine-5-boronic acid pinacol ester). The product is NC=1C=C(C=NC1)C1=CC=2C3=C(C=NC2C=C1)N(C(N3C=3C(=NN(C3)C)C)=O)C (8-(5-Amino-pyridin-3-yl)-1-(1,3-dimethyl-1H-pyrazol-4-yl)-3-methyl-1,3-dihydro-imidazo[4,5-c]quinolin-2-one). As a reaction SMILES: Br[C:2]1[CH:11]=[CH:10][C:9]2[N:8]=[CH:7][C:6]3[N:12]([CH3:23])[C:13](=[O:22])[N:14]([C:15]4[C:16]([CH3:21])=[N:17][N:18]([CH3:20])[CH:19]=4)[C:5]=3[C:4]=2[CH:3]=1.[NH2:24][C:25]1[CH:26]=[N:27][CH:28]=[C:29](B2OC(C)(C)C(C)(C)O2)[CH:30]=1>>[NH2:24][C:25]1[CH:30]=[C:29]([C:2]2[CH:11]=[CH:10][C:9]3[N:8]=[CH:7][C:6]4[N:12]([CH3:23])[C:13](=[O:22])[N:14]([C:15]5[C:16]([CH3:21])=[N:17][N:18]([CH3:20])[CH:19]=5)[C:5]=4[C:4]=3[CH:3]=2)[CH:28]=[N:27][CH:26]=1. Procedure details: The title compound was synthesized in a similar manner as described for Example 1.1 using 8-bromo-1-(1,3-dimethyl-1H-pyrazol-4-yl)-3-methyl-1,3-dihydro-imidazo[4,5-c]quinolin-2-one (Intermediate A, 40 mg, 0.106 mmol) and 3-aminopyridine-5-boronic acid pinacol ester (Apollo Scientific, Cheshire, United Kingdom, 29 mg, 0.132 mmol) to give the title compound as a white solid. (HPLC: tR 1.99 min (Method A); M+H=386 MS-ES; 1H-NMR (d6-DMSO, 400 MHz) 8.97 (s, 1H), 8.16-8.05 (m, 2H), 7.94-7.89 (m, 1H), ... Starting materials: CCOC(=O)Cl, ClC(Cl)Cl, CN1CCC(=C(c2ccc(F)cc2)c2cccnc2)CC1. The product is CCOC(=O)N1CCC(=C(c2ccc(F)cc2)c2cccnc2)CC1. RXN SMILES: [C:1]([O:2][CH2:3][CH3:4])(=[O:5])[Cl:6].[Cl:28][CH:29]([Cl:30])[Cl:31].[F:7][c:8]1[cH:9][cH:10][c:11]([C:14]([c:15]2[cH:16][n:17][cH:18][cH:19][cH:20]2)=[C:21]2[CH2:22][CH2:23][N:24]([CH3:27])[CH2:25][CH2:26]2)[cH:12][cH:13]1>>[C:1]([O:2][CH2:3][CH3:4])(=[O:5])[N:24]1[CH2:23][CH2:22][C:21](=[C:14]([c:11]2[cH:10][cH:9][c:8]([F:7])[cH:13][cH:12]2)[c:15]2[cH:16][n:17][cH:18][cH:19][cH:20]2)[CH2:26][CH2:25]1.